Dataset: the Open Reaction Database (ORD), a public repository of structured organic reaction records. Task: describe an organic reaction: reactants, conditions, products, and yield Starting materials: C(C#C)N (propargylamine), CC1=C(C=C(C(=C1)C)NS(=O)(=O)C(F)(F)F)S(=O)(=O)Cl (2,4-Dimethyl-5-(trifluoromethanesulfonamido)benzenesulfonyl chloride), resultant mixture. The solvent is O1CCCC1 (tetrahydrofuran). Conditions: time 8 hour. The product is C(C#C)NS(=O)(=O)C1=C(C=C(C(=C1)NS(=O)(=O)C(F)(F)F)C)C (N-propargyl-2,4-dimethyl-5-(trifluoromethanesulfonamido)benzenesulfonamide). The yield is 66.5%. Reaction SMILES: [CH3:1][C:2]1[CH:7]=[C:6]([CH3:8])[C:5]([NH:9][S:10]([C:13]([F:16])([F:15])[F:14])(=[O:12])=[O:11])=[CH:4][C:3]=1[S:17](Cl)(=[O:19])=[O:18].[CH2:21]([NH2:24])[C:22]#[CH:23]>O1CCCC1>[CH2:21]([NH:24][S:17]([C:3]1[CH:4]=[C:5]([NH:9][S:10]([C:13]([F:16])([F:15])[F:14])(=[O:12])=[O:11])[C:6]([CH3:8])=[CH:7][C:2]=1[CH3:1])(=[O:19])=[O:18])[C:22]#[CH:23]. Procedure: 2,4-Dimethyl-5-(trifluoromethanesulfonamido)benzenesulfonyl chloride (1.5 g) was added to tetrahydrofuran (20 ml) containing propargylamine (0.5 g), and the resultant mixture was allowed to stand overnight at room temperature. Upon completion of the reaction, the mixture was concentrated. A 5% aqueous solution of hydrochloric acid was added to the residue, whereby an oily substance was deposited. The oily substance was extracted with chloroform and washed with a 5% aqueous solution of hydrochlor...